describe an organic reaction: reactants, conditions, products, and yield From a dataset of the Open Reaction Database (ORD), a public repository of structured organic reaction records. Reactants: COC1=CC=C2C(=N1)N=C(N2)SCC2=NC=C(C(=C2C)OC)C (5-methoxy-2-[[(4-methoxy-3,5-dimethyl-2-pyridinyl)methyl]thio]imidazo[4,5-b]-pyridine), NC1(CCC2=CC=CC=C12)O (amino-indanol), [O-]O.C1(=CC=CC=C1)C(C)C (cumene hydroperoxide), C(C)(C)(C)OO (tert-butyl hydroperoxide). Reagents/catalysts: CC(C)O[Ti](OC(C)C)(OC(C)C)OC(C)C (Ti(OiPr)4). Procedure details: Therefore, for example, according to the method of the invention, an enantioselective oxidation of 5-methoxy-2-[[(4-methoxy-3,5-dimethyl-2-pyridinyl)methyl]thio]imidazo[4,5-b]-pyridine by cumene hydroperoxide or tert-butyl hydroperoxide in presence of Ti(OiPr)4 and of amino-indanol in NMP can advantageously be carried out in order to obtain (−)-5-methoxy-2-[[(4-methoxy-3,5-dimethyl-2-pyridinyl)methyl]sulfinyl]imidazo[4,5-b]pyridine, that is to say tenatoprazole, the formula of which is represent... Run in CN1CCCC1=O (NMP). Yields the product COC1=CC=C2C(=N1)N=C(N2)S(=O)CC2=NC=C(C(=C2C)OC)C ((−)-5-methoxy-2-[[(4-methoxy-3,5-dimethyl-2-pyridinyl)methyl]sulfinyl]imidazo[4,5-b]pyridine). Reaction SMILES: [CH3:1][O:2][C:3]1[N:8]=[C:7]2[N:9]=[C:10]([S:12][CH2:13][C:14]3[C:19]([CH3:20])=[C:18]([O:21][CH3:22])[C:17]([CH3:23])=[CH:16][N:15]=3)[NH:11][C:6]2=[CH:5][CH:4]=1.[O-]O.C1(C(C)C)C=CC=CC=1.C([O:39]O)(C)(C)C.NC1(O)C2C(=CC=CC=2)CC1>CN1C(=O)CCC1.CC(O[Ti](OC(C)C)(OC(C)C)OC(C)C)C>[CH3:1][O:2][C:3]1[N:8]=[C:7]2[N:9]=[C:10]([S:12]([CH2:13][C:14]3[C:19]([CH3:20])=[C:18]([O:21][CH3:22])[C:17]([CH3:23])=[CH:16][N:15]=3)=[O:39])[NH:11][C:6]2=[CH:5][CH:4]=1 |f:1.2|. Reactants: potassium tert.-butylate, C(C)OC(COC1=C(C=C(C=C1)Cl)C(=O)OCC)=O ((2-carbethoxy-4-chlorophenoxy)-acetic acid ethyl ester), O (water). The solvent is C(C)O (ethanol). Reaction conditions: temperature 80 celsius. The product is C(=O)(OCC)C=1OC2=C(C1O)C=C(C=C2)Cl (2-carbethoxy-5-chloro-3-hydroxy-benzofuran). Yield: 87.3%. Reaction SMILES: [CH2:1]([O:3][C:4](=[O:19])[CH2:5][O:6][C:7]1[CH:12]=[CH:11][C:10]([Cl:13])=[CH:9][C:8]=1[C:14](OCC)=[O:15])[CH3:2].O>C(O)C>[C:4]([C:5]1[O:6][C:7]2[CH:12]=[CH:11][C:10]([Cl:13])=[CH:9][C:8]=2[C:14]=1[OH:15])([O:3][CH2:1][CH3:2])=[O:19]. Procedure details: 12.3 g (0.11 mol) of potassium tert.-butylate were added in portions to a solution of 28.6 g (0.1 mol) of (2-carbethoxy-4-chlorophenoxy)-acetic acid ethyl ester in 50 ml of ethanol. The batch was warmed to 80° C. for 2 hours and was then cooled, and the reaction mixture was poured into 200 ml of water. The aqueous solution was first extracted with methylene chloride (to remove neutral impurities) and was then acidified with hydrochloric acid while cooling with ice. The acid solution was repeated... The reactants are FC1=C(C(=O)NC2=C(C3=C(C(OC3(C)C)(C)C)S2)C(=O)O)C(=CC=C1)C(F)(F)F (2-{[2-fluoro-6-(trifluoromethyl)benzoyl]amino}-4,4,6,6-tetramethyl-4,6-dihydrothieno[2,3-c]furan-3-carboxylic acid), NC[C@H]1OCCC1 ((S)-2-aminomethyltetrahydrofuran). Product: FC1=C(C(=O)NC2=C(C3=C(C(OC3(C)C)(C)C)S2)C(=O)NC[C@H]2OCCC2)C(=CC=C1)C(F)(F)F (2-{[2-fluoro-6-(trifluoromethyl)benzoyl]amino}-4,4,6,6-tetramethyl-N-[(2S)-tetrahydrofuran-2-ylmethyl]-4,6-dihydrothieno[2,3-c]furan-3-carboxamide). Reaction SMILES: [F:1][C:2]1[CH:25]=[CH:24][CH:23]=[C:22]([C:26]([F:29])([F:28])[F:27])[C:3]=1[C:4]([NH:6][C:7]1[S:18][C:10]2[C:11]([CH3:17])([CH3:16])[O:12][C:13]([CH3:15])([CH3:14])[C:9]=2[C:8]=1[C:19]([OH:21])=O)=[O:5].[NH2:30][CH2:31][C@@H:32]1[CH2:36][CH2:35][CH2:34][O:33]1>>[F:1][C:2]1[CH:25]=[CH:24][CH:23]=[C:22]([C:26]([F:27])([F:28])[F:29])[C:3]=1[C:4]([NH:6][C:7]1[S:18][C:10]2[C:11]([CH3:17])([CH3:16])[O:12][C:13]([CH3:15])([CH3:14])[C:9]=2[C:8]=1[C:19]([NH:30][CH2:31][C@@H:32]1[CH2:36][CH2:35][CH2:34][O:33]1)=[O:21])=[O:5]. Procedure: The title compound was prepared from the product of Example 45A and commercially available (S)-2-aminomethyltetrahydrofuran using the procedure described for Example 2B. 1H NMR (DMSO-d6, 300 MHz) δ 1.45 (s, 6H), 1.48 (s, 6H), 1.50-1.58 (m, 2H), 1.66-0.191 (m, 3H), 3.13-3.29 (m, 2H), 3.39-3.46 (m, 1H), 3.60-3.67 (m, 1H), 3.85-3.94 (m, 1H), 7.69-7.82 (m, 3H), 8.03 (t, J=5.8 Hz, 1H), 11.42 (br s, 1H). MS (ESI+) m/z 515 (M+H)+. Anal. calcd. for C24H26F4N2O4S: C, 56.02; H, 5.09; N, 5.44. Found: C, 55... Reported procedure: Prepared from 1-acetyl-6-methoxy-2-indolinone, triethyl orthobenzoate and acetic anhydride Product: C(C)(=O)N1C(C(C2=CC=C(C=C12)OC)=C(C1=CC=CC=C1)OCC)=O (1-acetyl-3-(1-ethoxy-1-phenyl-methylidene)-6-methoxy-2-indolinone). RXN SMILES: [C:1]([N:4]1[C:12]2[C:7](=[CH:8][CH:9]=[C:10]([O:13][CH3:14])[CH:11]=2)[CH2:6][C:5]1=[O:15])(=[O:3])[CH3:2].[CH3:16][CH2:17][O:18][C:19](OCC)(OCC)[C:20]1[CH:25]=[CH:24][CH:23]=[CH:22][CH:21]=1.C(OC(=O)C)(=O)C>>[C:1]([N:4]1[C:12]2[C:7](=[CH:8][CH:9]=[C:10]([O:13][CH3:14])[CH:11]=2)[C:6](=[C:19]([O:18][CH2:17][CH3:16])[C:20]2[CH:25]=[CH:24][CH:23]=[CH:22][CH:21]=2)[C:5]1=[O:15])(=[O:3])[CH3:2]. Starting materials: C(C)(=O)N1C(CC2=CC=C(C=C12)OC)=O (1-acetyl-6-methoxy-2-indolinone), CCOC(C1=CC=CC=C1)(OCC)OCC (triethyl orthobenzoate), C(C)(=O)OC(C)=O (acetic anhydride). Starting materials: C[Si](C)(C)Cl (Trimethylsilylchloride), CC=1N=C(SC1C1=NC(=NC=C1)C)NC(C)=O (N-[4-methyl-5-(2-methyl-pyrimidin-4-yl)-thiazol-2-yl]-acetamide), Cl (HCl). Run in C(C)O (ethanol). Conditions: temperature 50 celsius, time 46 hour. The product is CC=1N=C(SC1C1=NC(=NC=C1)C)N (4-methyl-5-(2-methyl-pyrimidin-4-yl)-thiazol-2-ylamine). As a reaction SMILES: C[Si](Cl)(C)C.[CH3:6][C:7]1[N:8]=[C:9]([NH:19]C(=O)C)[S:10][C:11]=1[C:12]1[CH:17]=[CH:16][N:15]=[C:14]([CH3:18])[N:13]=1.Cl>C(O)C>[CH3:6][C:7]1[N:8]=[C:9]([NH2:19])[S:10][C:11]=1[C:12]1[CH:17]=[CH:16][N:15]=[C:14]([CH3:18])[N:13]=1. Reported procedure: Trimethylsilylchloride (0.3 ml) is added at room temperature to a suspension of N-[4-methyl-5-(2-methyl-pyrimidin-4-yl)-thiazol-2-yl]-acetamide (29 mg, prepared as described in WO 04/096797) in ethanol (2 ml) at room temperature. The mixture is heated at 50° C. for 18 hours, conc. HCl (0.2 ml) is added and the heating at 50° C. is continued for a further 46 hours. Following cooing the mixture is partitioned between saturated aqueous NaHCO3 and CH2Cl2 containing 10% methanol and extracted a furth... Reactants: CC(CCC1(OC2=C(C(=C(C(=C2C(C1)=O)C)O)C)C)COC1=CC=C(C=C1)[N+](=O)[O-])CCCC(C)C (2-(3,7-dimethyloctyl)-6-hydroxy-5,7,8-trimethyl-2-(4-nitrophenoxymethyl)chroman-4-one), C(C)(=O)OC(C)=O (acetic anhydride), N1=CC=CC=C1 (pyridine). The solvent is C1=CC=CC=C1 (benzene). Product: C(C)(=O)OC=1C(=C2C(CC(OC2=C(C1C)C)(COC1=CC=C(C=C1)[N+](=O)[O-])CCC(CCCC(C)C)C)=O)C (6-Acetoxy- 2-(3,7-dimethyloctyl)-5,7,8-trimethyl-2-(4-nitrophenoxymethyl)chroman-4-one). RXN SMILES: [CH3:1][CH:2]([CH2:31][CH2:32][CH2:33][CH:34]([CH3:36])[CH3:35])[CH2:3][CH2:4][C:5]1([CH2:20][O:21][C:22]2[CH:27]=[CH:26][C:25]([N+:28]([O-:30])=[O:29])=[CH:24][CH:23]=2)[CH2:14][C:13](=[O:15])[C:12]2[C:7](=[C:8]([CH3:19])[C:9]([CH3:18])=[C:10]([OH:17])[C:11]=2[CH3:16])[O:6]1.[C:37](OC(=O)C)(=[O:39])[CH3:38].N1C=CC=CC=1>C1C=CC=CC=1>[C:37]([O:17][C:10]1[C:11]([CH3:16])=[C:12]2[C:7](=[C:8]([CH3:19])[C:9]=1[CH3:18])[O:6][C:5]([CH2:4][CH2:3][CH:2]([CH3:1])[CH2:31][CH2:32][CH2:33][CH:34]([CH3:36])[CH3:35])([CH2:20][O:21][C:22]1[CH:27]=[CH:26][C:25]([N+:28]([O-:30])=[O:29])=[CH:24][CH:23]=1)[CH2:14][C:13]2=[O:15])(=[O:39])[CH3:38]. Procedure: Following the same procedure as described in Preparation 16, 1.8 g of 2-(3,7-dimethyloctyl)-6-hydroxy-5,7,8-trimethyl-2-(4-nitrophenoxymethyl)chroman-4-one (prepared as described in Preparation 30), 0.5 g of acetic anhydride, 5 ml of pyridine and 10 ml of benzene were reacted, to give the title compound. Starting materials: CBr, CC(C)=O, CN1C2CCC1C(OC(=O)C(O)(c1ccccc1)C1CCCC1)C2. The product is [Br-], C[N+]1(C)C2CCC1C(OC(=O)C(O)(c1ccccc1)C1CCCC1)C2. As a reaction SMILES: [CH3:25][Br:26].[CH3:27][C:28](=[O:29])[CH3:30].[CH:1]1([C:6]([C:7](=[O:8])[O:9][CH:10]2[CH:11]3[CH2:12][CH2:13][CH:14]([CH2:15]2)[N:16]3[CH3:17])([c:18]2[cH:19][cH:20][cH:21][cH:22][cH:23]2)[OH:24])[CH2:2][CH2:3][CH2:4][CH2:5]1>>[Br-:26].[CH:1]1([C:6]([C:7](=[O:8])[O:9][CH:10]2[CH:11]3[CH2:12][CH2:13][CH:14]([CH2:15]2)[N+:16]3([CH3:17])[CH3:25])([c:18]2[cH:19][cH:20][cH:21][cH:22][cH:23]2)[OH:24])[CH2:2][CH2:3][CH2:4][CH2:5]1.